Dataset: the Open Reaction Database (ORD), a public repository of structured organic reaction records. Task: describe an organic reaction: reactants, conditions, products, and yield The reactants are BrCC(=O)Br (2-bromoacetyl bromide), COC1=C2CCC(C2=CC=C1)N (rac-4-methoxy-indan-1-ylamine), COC=1C=C(CC2NCCCC3=C2C=C(C(=C3)OC)OC)C=CC1OC (1-(3,4-dimethoxy-benzyl)-7,8-dimethoxy-2,3,4,5-tetrahydro-1H-benzo[c]azepine). Product: COC=1C=C(CC2N(CCCC3=C2C=C(C(=C3)OC)OC)CC(=O)NC3CCC2=C(C=CC=C32)OC)C=CC1OC (2-[1-(3,4-Dimethoxy-benzyl)-7,8-dimethoxy-1,3,4,5-tetrahydro-benzo[c]azepin-2-yl]-N-(4-methoxy-indan-1-yl)-acetamide). RXN SMILES: Br[CH2:2][C:3](Br)=[O:4].[CH3:6][O:7][C:8]1[CH:16]=[CH:15][CH:14]=[C:13]2[C:9]=1[CH2:10][CH2:11][CH:12]2[NH2:17].[CH3:18][O:19][C:20]1[CH:21]=[C:22]([CH:39]=[CH:40][C:41]=1[O:42][CH3:43])[CH2:23][CH:24]1[C:30]2[CH:31]=[C:32]([O:37][CH3:38])[C:33]([O:35][CH3:36])=[CH:34][C:29]=2[CH2:28][CH2:27][CH2:26][NH:25]1>>[CH3:18][O:19][C:20]1[CH:21]=[C:22]([CH:39]=[CH:40][C:41]=1[O:42][CH3:43])[CH2:23][CH:24]1[C:30]2[CH:31]=[C:32]([O:37][CH3:38])[C:33]([O:35][CH3:36])=[CH:34][C:29]=2[CH2:28][CH2:27][CH2:26][N:25]1[CH2:2][C:3]([NH:17][CH:12]1[C:13]2[C:9](=[C:8]([O:7][CH3:6])[CH:16]=[CH:15][CH:14]=2)[CH2:10][CH2:11]1)=[O:4]. Procedure details: prepared by reaction of 2-bromoacetyl bromide with rac-4-methoxy-indan-1-ylamine and 1-(3,4-dimethoxy-benzyl)-7,8-dimethoxy-2,3,4,5-tetrahydro-1H-benzo[c]azepine. Reactants: FC1=C(C(=CC(=C1)CCC1=CC=C(C=C1)OCC)F)OB(O)O (2,6-difluoro-4-[2-(p-ethoxyphenyl)ethyl]phenylboric acid), BrC1=CC(=C(C=C1)F)F (1-bromo-3,4-difluorobenzene), C=CC1=CC=CC=C1 (styrene), FC=1C=C(C=O)C=C(C1)F (3,5-difluorobenzaldehyde), [I-].C(C)OC1=CC=C(C[P+](C2=CC=CC=C2)(C2=CC=CC=C2)C2=CC=CC=C2)C=C1 (p-ethoxybenzyltriphenylphosphonium iodide), C(=O)([O-])[O-].[Na+].[Na+] (Na2CO3). Reagents/catalysts: C=1C=CC(=CC1)[P](C=2C=CC=CC2)(C=3C=CC=CC3)[Pd]([P](C=4C=CC=CC4)(C=5C=CC=CC5)C=6C=CC=CC6)([P](C=7C=CC=CC7)(C=8C=CC=CC8)C=9C=CC=CC9)[P](C=1C=CC=CC1)(C=1C=CC=CC1)C=1C=CC=CC1 (tetrakis(triphenylphosphine)palladium(0)). The solvent is C1(=CC=CC=C1)C (toluene). Product: C(C)OC1=CC=C(C=C1)CCC1=CC(=C(C(=C1)F)C1=CC(=C(C=C1)F)F)F (4-[2-(p-ethoxyphenyl)ethyl]-2,6,3′,4′-tetrafluorobiphenyl). As a reaction SMILES: [F:1][C:2]1[CH:7]=[C:6]([CH2:8][CH2:9][C:10]2[CH:15]=[CH:14][C:13]([O:16][CH2:17][CH3:18])=[CH:12][CH:11]=2)[CH:5]=[C:4]([F:19])[C:3]=1OB(O)O.FC1C=C(C=C(F)C=1)C=O.[I-].C(OC1C=CC(C[P+](C2C=CC=CC=2)(C2C=CC=CC=2)C2C=CC=CC=2)=CC=1)C.C=CC1C=CC=CC=1.Br[C:73]1[CH:78]=[CH:77][C:76]([F:79])=[C:75]([F:80])[CH:74]=1.C([O-])([O-])=O.[Na+].[Na+]>C1C=CC([P]([Pd]([P](C2C=CC=CC=2)(C2C=CC=CC=2)C2C=CC=CC=2)([P](C2C=CC=CC=2)(C2C=CC=CC=2)C2C=CC=CC=2)[P](C2C=CC=CC=2)(C2C=CC=CC=2)C2C=CC=CC=2)(C2C=CC=CC=2)C2C=CC=CC=2)=CC=1.C1(C)C=CC=CC=1>[CH2:17]([O:16][C:13]1[CH:14]=[CH:15][C:10]([CH2:9][CH2:8][C:6]2[CH:7]=[C:2]([F:1])[C:3]([C:73]3[CH:78]=[CH:77][C:76]([F:79])=[C:75]([F:80])[CH:74]=3)=[C:4]([F:19])[CH:5]=2)=[CH:11][CH:12]=1)[CH3:18] |f:2.3,6.7.8,^1:90,92,111,130|. Reported procedure: A mixture of 9.2 g of 2,6-difluoro-4-[2-(p-ethoxyphenyl)ethyl]phenylboric acid (prepared by reacting 3,5-difluorobenzaldehyde with p-ethoxybenzyltriphenylphosphonium iodide by the Wittig method and subsequently hydrogenating the resultant styrene derivative on Pd/C), 5.9 g of 1-bromo-3,4-difluorobenzene, 38 ml of 2 molar aqueous Na2CO3 solution, 0.6 g of tetrakis(triphenylphosphine)palladium(0) and 75 ml of toluene is refluxed for two hours. The aqueous phase is extracted twice with toluene and ... The reactants are CC=1SC2=C(N1)C=CC=C2 (2-methylbenzothiazole), BrC(C)O (bromoethanol). The product is [Br-].OCC[N+]1=C(SC2=C1C=CC=C2)C (3-(2-Hydroxy)ethyl-2-methylbenzothiazolium Bromide). As a reaction SMILES: [CH3:1][C:2]1[S:3][C:4]2[CH:10]=[CH:9][CH:8]=[CH:7][C:5]=2[N:6]=1.[Br:11][CH:12]([OH:14])[CH3:13]>>[Br-:11].[OH:14][CH2:12][CH2:13][N+:6]1[C:5]2[CH:7]=[CH:8][CH:9]=[CH:10][C:4]=2[S:3][C:2]=1[CH3:1] |f:2.3|. Procedure: A solution of 2-methylbenzothiazole (5.87 g) and bromoethanol (49.2 g) were stirred in an oil bath at 110° C. for 18 hours. Added ethyl acetate (100 mL) to the reaction mixture and decanted. The residual solid was then dissolved in methanol (50 mL) and precipitated with ethyl acetate (300 mL). The solid was again recrystallized from methanol-ethyl acetate (15 mL/150 mL), washed with ethyl acetate (2×25 mL) and dried in an oven under high vacuum at 50° C. overnight. The yield was 4.21 g (39%). TL...